Dataset: the Open Reaction Database (ORD), a public repository of structured organic reaction records. Task: describe an organic reaction: reactants, conditions, products, and yield Starting materials: COC(Cc1ccc(OCCCOc2ccccc2)cc1)C(=O)O, COC(Cc1cccc(OCCOc2ccccc2C(C)C)c1)C(=O)O, Oc1ccc2c(c1)CCCC2. The product is COC(Cc1cccc(OCCOc2ccc3c(c2)CCCC3)c1)C(=O)O. RXN SMILES: [CH3:38][O:39][CH:40]([CH2:41][c:42]1[cH:43][cH:44][c:45]([O:46][CH2:47][CH2:48][CH2:49][O:50][c:51]2[cH:52][cH:53][cH:54][cH:55][cH:56]2)[cH:57][cH:58]1)[C:59]([OH:60])=[O:61].[CH:12]([c:13]1[cH:14][cH:15][cH:16][cH:17][c:34]1[O:35][CH2:18][CH2:19][O:20][c:21]1[cH:22][c:23]([CH2:27][CH:28]([C:29](=[O:30])[OH:31])[O:32][CH3:33])[cH:24][cH:25][cH:26]1)([CH3:36])[CH3:37].[cH:1]1[c:2]([OH:11])[cH:3][cH:4][c:5]2[c:10]1[CH2:9][CH2:8][CH2:7][CH2:6]2>>[cH:1]1[c:2]([O:11][CH2:18][CH2:19][O:20][c:21]2[cH:22][c:23]([CH2:27][CH:28]([C:29](=[O:30])[OH:31])[O:32][CH3:33])[cH:24][cH:25][cH:26]2)[cH:3][cH:4][c:5]2[c:10]1[CH2:9][CH2:8][CH2:7][CH2:6]2. The reactants are CO, CN(C)CCc1c[nH]c2ccc(C=O)cc12. The product is CN(C)CCc1c[nH]c2ccc(CO)cc12. RXN SMILES: [CH3:17][OH:18].[CH3:1][N:2]([CH2:3][CH2:4][c:5]1[cH:6][nH:7][c:8]2[cH:9][cH:10][c:11]([CH:14]=[O:15])[cH:12][c:13]12)[CH3:16]>>[CH3:1][N:2]([CH2:3][CH2:4][c:5]1[cH:6][nH:7][c:8]2[cH:9][cH:10][c:11]([CH2:14][OH:15])[cH:12][c:13]12)[CH3:16]. Starting materials: C1COCCO1, COC(=O)c1cnc(N2CCN(S(=O)(=O)c3ccc(OC(F)(F)F)cc3)CC2)s1, C[O-], CO, Cl, Cl, NO, [Na+]. The product is O=C(NO)c1cnc(N2CCN(S(=O)(=O)c3ccc(OC(F)(F)F)cc3)CC2)s1. As a reaction SMILES: [CH2:39]1[O:40][CH2:41][CH2:42][O:43][CH2:44]1.[CH3:1][O:2][C:3](=[O:4])[c:5]1[cH:6][n:7][c:8]([N:10]2[CH2:11][CH2:12][N:13]([S:16](=[O:17])(=[O:18])[c:19]3[cH:20][cH:21][c:22]([O:25][C:26]([F:27])([F:28])[F:29])[cH:23][cH:24]3)[CH2:14][CH2:15]2)[s:9]1.[CH3:33][O-:34].[CH3:36][OH:37].[ClH:30].[ClH:38].[NH2:31][OH:32].[Na+:35]>>[C:3](=[O:4])([c:5]1[cH:6][n:7][c:8]([N:10]2[CH2:11][CH2:12][N:13]([S:16](=[O:17])(=[O:18])[c:19]3[cH:20][cH:21][c:22]([O:25][C:26]([F:27])([F:28])[F:29])[cH:23][cH:24]3)[CH2:14][CH2:15]2)[s:9]1)[NH:31][OH:32]. Reactants: C(C)CC(=O)OC1=C(C=C(C(=O)OC(C2=CC=CC=C2)C2=CC=CC=C2)C=C1OC)OC (diphenylmethyl 4-(ethyl acetoxy)-3,5-dimethoxybenzoate). The reagents and catalysts are [Pd] (palladium-on-carbon). The solvent is C(C)O.C(C)(=O)OCC.ClCCl (ethanol ethyl acetate dichloromethane). Conditions: time 16 hour. Product: C(C)CC(=O)OC1=C(C=C(C(=O)O)C=C1OC)OC (4-(ethyl acetoxy)-3,5-dimethoxybenzoic acid). RXN SMILES: [CH2:1]([CH2:3][C:4]([O:6][C:7]1[C:28]([O:29][CH3:30])=[CH:27][C:10]([C:11]([O:13]C(C2C=CC=CC=2)C2C=CC=CC=2)=[O:12])=[CH:9][C:8]=1[O:31][CH3:32])=[O:5])[CH3:2]>[Pd].C(O)C.C(OCC)(=O)C.ClCCl>[CH2:1]([CH2:3][C:4]([O:6][C:7]1[C:28]([O:29][CH3:30])=[CH:27][C:10]([C:11]([OH:13])=[O:12])=[CH:9][C:8]=1[O:31][CH3:32])=[O:5])[CH3:2] |f:2.3.4|. Procedure details: Combine diphenylmethyl 4-(ethyl acetoxy)-3,5-dimethoxybenzoate (4.3 g, 9.56 mmol), 5% palladium-on-carbon (0.5 g), and ethanol/ethyl acetate/dichloromethane (200 mL/15 mL/15 mL). Hydrogenate at an initial pressure of 55 psi in a Parr apparatus. After 16 hours, filter and concentrate the filtrate to give a residue. Recrystallize the residue from diethyl ether/hexane to give the title compound: Rf=0.35 (silica gel, 6% methanol/dichloromethane). The reactants are [H-].[Na+] (sodium hydride), C(C)(C)OC=1C=C2C(N(C(C2=CC1)=O)CC(C)C)O (5-isopropyloxy-3-hydroxy-2-isobutyl-2,3-dihydro-isoindol-1-one), O (water). Run in COCCOC (1,2-dimethoxyethane), triethyl phosphonoacetate. Conditions: temperature 20 celsius. Yields the product C(C)(C)OC=1C=C2C(N(C(C2=CC1)CC(=O)OCC)CC(C)C)=O (ethyl (5-isopropyloxy-2-isobutyl-3-oxo-2,3-dihydro-1H-isoindol-1-yl)acetate). As a reaction SMILES: [H-].[Na+].[CH:3]([O:6][C:7]1[CH:8]=[C:9]2[C:13](=[CH:14][CH:15]=1)[C:12](=O)[N:11]([CH2:17][CH:18]([CH3:20])[CH3:19])[CH:10]2[OH:21])([CH3:5])[CH3:4].[OH2:22]>COCCOC>[CH:3]([O:6][C:7]1[CH:8]=[C:9]2[C:13](=[CH:14][CH:15]=1)[CH:12]([CH2:4][C:3]([O:6][CH2:7][CH3:15])=[O:22])[N:11]([CH2:17][CH:18]([CH3:20])[CH3:19])[C:10]2=[O:21])([CH3:5])[CH3:4] |f:0.1|. Reported procedure: Ethyl (5-isopropyloxy-2-isobutyl-3-oxo-2,3-dihydro-1H-isoindol-1-yl)acetate is prepared as described in Example 2, starting with 0.149 g of 60% sodium hydride in 20 cm3 of 1,2-dimethoxyethane, 1.23 cm3 of triethyl phosphonoacetate and 1.08 g of 5-isopropyloxy-3-hydroxy-2-isobutyl-2,3-dihydro-isoindol-1-one. The mixture is refluxed for 5 hours and then cooled to a temperature in the region of 20° C. The reaction mixture is treated with 100 cm3 of water and the mixture is then extracted with 3 tim... Starting materials: C(C1=CC=CC=C1)OC=1C=2N(C=CC1)C(=C(N2)C)CC#N (8-benzyloxy-3-cyanomethyl-2-methyl-imidazo[1,2-a]pyridine), [OH-].[Na+] (sodium hydroxide), O (water). Run in C(C)O (ethanol). Yields the product C(C1=CC=CC=C1)OC=1C=2N(C=CC1)C(=C(N2)C)CC(=O)O (8-benzyloxy-2-methyl-imidazo[1,2-a]pyridine-3-acetic acid). Reaction SMILES: [CH2:1]([O:8][C:9]1[C:10]2[N:11]([C:15]([CH2:19][C:20]#N)=[C:16]([CH3:18])[N:17]=2)[CH:12]=[CH:13][CH:14]=1)[C:2]1[CH:7]=[CH:6][CH:5]=[CH:4][CH:3]=1.[OH-:22].[Na+].[OH2:24]>C(O)C>[CH2:1]([O:8][C:9]1[C:10]2[N:11]([C:15]([CH2:19][C:20]([OH:24])=[O:22])=[C:16]([CH3:18])[N:17]=2)[CH:12]=[CH:13][CH:14]=1)[C:2]1[CH:7]=[CH:6][CH:5]=[CH:4][CH:3]=1 |f:1.2|. Procedure: A solution of 26 g of 8-benzyloxy-3-cyanomethyl-2-methyl-imidazo[1,2-a]pyridine, 50 ml of 15% sodium hydroxide solution 100 ml of water, and 100 ml of ethanol was heated at reflux for 6 hrs. The reaction mixture was distilled until 100 ml of distillate had been collected. The aqueous portion was washed twice with dichloromethane and then treated with a 6 N hydrochloric acid to pH 6. Filtration afforded 8-benzyloxy-2-methyl-imidazo[1,2-a]pyridine-3-acetic acid. 2.0 g of this acid was added to 1 g...